From a dataset of the Open Reaction Database (ORD), a public repository of structured organic reaction records. describe an organic reaction: reactants, conditions, products, and yield The reactants are CC(C)(C)OC(=O)C(C)(C(=O)O)c1cccc(Br)c1, Cc1ccccc1, CO. Yields the product COC(=O)C(C)(C(=O)OC(C)(C)C)c1cccc(Br)c1. As a reaction SMILES: [Br:1][c:2]1[cH:3][c:4]([C:8]([C:9](=[O:10])[OH:11])([CH3:12])[C:13](=[O:14])[O:15][C:16]([CH3:17])([CH3:18])[CH3:19])[cH:5][cH:6][cH:7]1.[CH3:20][c:21]1[cH:22][cH:23][cH:24][cH:25][cH:26]1.[CH3:27][OH:28]>>[Br:1][c:2]1[cH:3][c:4]([C:8]([C:9](=[O:10])[O:11][CH3:20])([CH3:12])[C:13](=[O:14])[O:15][C:16]([CH3:17])([CH3:18])[CH3:19])[cH:5][cH:6][cH:7]1. Yields the product COc1ccc2c(c1C=O)Nc1ccccc1S2. The reactants are CCOCC, COc1ccc2c(c1)Nc1ccccc1S2, [Li]CCCC, CCCCCC, CN(C)C=O, O. RXN SMILES: [CH2:17]([O:19][CH2:18][CH3:20])[CH3:21].[CH3:1][O:2][c:3]1[cH:4][c:5]2[c:14]([cH:15][cH:16]1)[S:13][c:12]1[c:7]([cH:8][cH:9][cH:10][cH:11]1)[NH:6]2.[CH3:22][CH2:23][CH2:24][CH2:25][Li:26].[CH3:32][CH2:33][CH2:34][CH2:35][CH2:36][CH3:37].[O:27]=[CH:28][N:29]([CH3:30])[CH3:31].[OH2:38]>>[CH3:1][O:2][c:3]1[c:4]([CH:17]=[O:19])[c:5]2[c:14]([cH:15][cH:16]1)[S:13][c:12]1[c:7]([cH:8][cH:9][cH:10][cH:11]1)[NH:6]2. Reactants: C(C=C)#N (Acrylonitrile), OCCN1N=C(C=C1)NC(=NCC(F)(F)F)N (1-(2-hydroxyethyl)-3-[2-(2,2,2-trifluoroethyl)guanidino]pyrazole), [OH-].C(C1=CC=CC=C1)[N+](C)(C)C (Benzyltrimethylammonium hydroxide). Run in C(C)#N (acetonitrile). Run at time 1 hour. The product is C(#N)CCOCCN1N=C(C=C1)NC(=NCC(F)(F)F)N (1-[2-(2-cyanoethoxy)ethyl]-3-[2-(2,2,2-trifluoroethyl)guanidino]pyrazole). Yield: 32.9%. Reaction SMILES: [C:1](#[N:4])[CH:2]=[CH2:3].[OH:5][CH2:6][CH2:7][N:8]1[CH:12]=[CH:11][C:10]([NH:13][C:14]([NH2:21])=[N:15][CH2:16][C:17]([F:20])([F:19])[F:18])=[N:9]1.[OH-].C([N+](C)(C)C)C1C=CC=CC=1>C(#N)C>[C:1]([CH2:2][CH2:3][O:5][CH2:6][CH2:7][N:8]1[CH:12]=[CH:11][C:10]([NH:13][C:14]([NH2:21])=[N:15][CH2:16][C:17]([F:19])([F:18])[F:20])=[N:9]1)#[N:4] |f:2.3|. Procedure details: Acrylonitrile (0.8 g.) was added to a solution of 1-(2-hydroxyethyl)-3-[2-(2,2,2-trifluoroethyl)guanidino]pyrazole (2.51 g.) in acetonitrile (10 ml.). Benzyltrimethylammonium hydroxide (40% w/v aqueous solution; 10 μl) was added. After stirring at room temperature for 1 hour, the solution was evaporated to dryness in vacuo, and the residue purified by medium pressure chromatography using triethylamine/EtOH/EtOAc 1:1:9 v/v/v as eluant to give 1-[2-(2-cyanoethoxy)ethyl]-3-[2-(2,2,2-trifluoroethyl)... RXN SMILES: [CH:1]([C:4]1[CH:5]=[C:6]([CH:12]=[C:13]([CH3:15])[CH:14]=1)[O:7][CH2:8][C:9]([OH:11])=[O:10])([CH3:3])[CH3:2].[C:16]1([CH3:28])[CH:21]=[CH:20][C:19]([S:22]([CH2:25][CH2:26]O)(=[O:24])=[O:23])=[CH:18][CH:17]=1.O>C1(C)C=CC=CC=1.O.C1(C)C=CC(S(O)(=O)=O)=CC=1>[C:16]1([CH3:28])[CH:21]=[CH:20][C:19]([S:22]([CH2:25][CH2:26][O:10][C:9](=[O:11])[CH2:8][O:7][C:6]2[CH:12]=[C:13]([CH3:15])[CH:14]=[C:4]([CH:1]([CH3:3])[CH3:2])[CH:5]=2)(=[O:24])=[O:23])=[CH:18][CH:17]=1 |f:4.5|. Yield: 97.8%. Reagents/catalysts: O.C1(=CC=C(C=C1)S(=O)(=O)O)C (p-toluenesulfonic acid hydrate). Procedure details: A mixture of 3-isopropyl-5-methylphenoxyacetic acid (prepared above, 6.0 g, 28.8 mmol), 2-(p-toluenesulfonyl)ethanol (5.77 g, 28.8 mmol), and p-toluenesulfonic acid hydrate (p-TsOH.H2O) (0.5 g) in 100 mL of toluene was refluxed with Dean-Stark trap for 3 h. Then water was added and the mixture was extracted with CH2Cl2. The combined organic layers were washed with saturated NaHCO3 solution (2×), dried over MgSO4, and concentrated to give 3-isopropyl-5-methylphenoxyacetic acid 2-(toluene-4-sulfon... The solvent is C1(=CC=CC=C1)C (toluene). Yields the product C1(=CC=C(C=C1)S(=O)(=O)CCOC(COC1=CC(=CC(=C1)C)C(C)C)=O)C (3-isopropyl-5-methylphenoxyacetic acid 2-(toluene-4-sulfonyl)ethyl ester). Reactants: C(C)(C)C=1C=C(OCC(=O)O)C=C(C1)C (3-isopropyl-5-methylphenoxyacetic acid), C1(=CC=C(C=C1)S(=O)(=O)CCO)C (2-(p-toluenesulfonyl)ethanol), O (water). The reactants are O1CC(CC1)CO (tetrahydrofuran-3-ylmethanol), OC1=CC=C(C(=O)OC)C=C1 (methyl 4-hydroxybenzoate), C1(=CC=CC=C1)P(C1=CC=CC=C1)C1=CC=CC=C1 (triphenylphosphine), N(=NC(=O)OCC)C(=O)OCC (diethyl azodicarboxylate), [OH-].[Na+] (sodium hydroxide). The solvent is O1CCCC1 (tetrahydrofuran), O1CCCC1 (tetrahydrofuran), C1(=CC=CC=C1)C (toluene), CO (methanol). Run at time 2 hour. Yields the product O1CC(CC1)COC1=CC=C(C(=O)O)C=C1 (4-(tetrahydrofuran-3-ylmethoxy)benzoic acid). Yield: 48.3%. RXN SMILES: [O:1]1[CH2:5][CH2:4][CH:3]([CH2:6][OH:7])[CH2:2]1.O[C:9]1[CH:18]=[CH:17][C:12]([C:13]([O:15]C)=[O:14])=[CH:11][CH:10]=1.C1(P(C2C=CC=CC=2)C2C=CC=CC=2)C=CC=CC=1.N(C(OCC)=O)=NC(OCC)=O.[OH-].[Na+]>O1CCCC1.C1(C)C=CC=CC=1.CO>[O:1]1[CH2:5][CH2:4][CH:3]([CH2:6][O:7][C:9]2[CH:18]=[CH:17][C:12]([C:13]([OH:15])=[O:14])=[CH:11][CH:10]=2)[CH2:2]1 |f:4.5|. Procedure details: To a solution of tetrahydrofuran-3-ylmethanol (21.89 g), methyl 4-hydroxybenzoate (33.5 g) and triphenylphosphine (64.5 g) in tetrahydrofuran (400 mL) was slowly added dropwise a solution (120 mL, 40% toluene solution) of diethyl azodicarboxylate in toluene at 0° C., and the mixture was stirred at room temperature for 2 hr. The reaction solution was concentrated, and triphenylphosphine oxide was precipitated from ethyl acetate-hexane. The mixture was filtered through a glass filter to remove tri...